Dataset: the Open Reaction Database (ORD), a public repository of structured organic reaction records. Task: describe an organic reaction: reactants, conditions, products, and yield Starting materials: FC(OC=1C=C(C=CC1OC(F)F)C(C#N)O)F (2-(3,4-Bis(difluoromethoxy)phenyl)-2-hydroxyacetonitrile), CO (MeOH), Cl (HCl). Run in C(Cl)Cl (CH2Cl2), O1CCOCC1 (dioxane). Reaction conditions: temperature 0 celsius, time 30 minute. Product: Cl.FC(OC=1C=C(C=CC1OC(F)F)C(C(OC)=N)O)F (methyl 2-(3,4-bis(difluoromethoxy)-phenyl)-2-hydroxyacetimidate HCl salt). Reaction SMILES: [F:1][CH:2]([F:18])[O:3][C:4]1[CH:5]=[C:6]([CH:14]([OH:17])[C:15]#[N:16])[CH:7]=[CH:8][C:9]=1[O:10][CH:11]([F:13])[F:12].[CH3:19][OH:20].[ClH:21]>C(Cl)Cl.O1CCOCC1>[ClH:21].[F:1][CH:2]([F:18])[O:3][C:4]1[CH:5]=[C:6]([CH:14]([OH:17])[C:15](=[NH:16])[O:20][CH3:19])[CH:7]=[CH:8][C:9]=1[O:10][CH:11]([F:12])[F:13] |f:5.6|. Procedure details: To 132B (308 mg, 1.16 mmol) in anhydrous CH2Cl2 (5 mL) at 0° C. was added MeOH (0.3 mL) and 4.0 N HCl in dioxane (1.2 mL). The mixture was stirred at 0° C. for 30 min and then at rt for 4.0 h. The solvent was removed to give methyl 2-(3,4-bis(difluoromethoxy)-phenyl)-2-hydroxyacetimidate HCl salt. To this salt in CH2Cl2 (5.0 mL) was added H2O (5.0 mL). The mixture was stirred at rt for 30 min, then extracted with CH2Cl2 (2×50 mL). The combined organic extracts were dried and concentrated. The cr...